Dataset: the Open Reaction Database (ORD), a public repository of structured organic reaction records. Task: describe an organic reaction: reactants, conditions, products, and yield RXN SMILES: [CH3:1][O:2][C:3]1[CH:8]=[CH:7][C:6]([NH2:9])=[C:5]([CH3:10])[C:4]=1[N:11]1[CH2:16][CH2:15][N:14]([CH3:17])[CH2:13][CH2:12]1.[Cl:18][C:19]1[CH:32]=[CH:31][C:22]2[S:23][C:24]([S:27](Cl)(=[O:29])=[O:28])=[C:25]([CH3:26])[C:21]=2[CH:20]=1>>[CH3:1][O:2][C:3]1[CH:8]=[CH:7][C:6]([NH:9][S:27]([C:24]2[S:23][C:22]3[CH:31]=[CH:32][C:19]([Cl:18])=[CH:20][C:21]=3[C:25]=2[CH3:26])(=[O:29])=[O:28])=[C:5]([CH3:10])[C:4]=1[N:11]1[CH2:12][CH2:13][N:14]([CH3:17])[CH2:15][CH2:16]1. Reported procedure: The title compound (E125) was prepared from 4-methoxy-2-methyl-3-(4-methylpiperazin-1-yl)phenylamine (D33) (58 mg, 0.247 mmol) and 5-chloro-3-methylbenzo[b]thiophene-2-sulfonyl chloride (70 mg, 0.247 mmol) using the method of Example 1 (103 mg, 81%). MH+=480/482. Starting materials: COC1=C(C(=C(C=C1)N)C)N1CCN(CC1)C (4-methoxy-2-methyl-3-(4-methylpiperazin-1-yl)phenylamine), ClC1=CC2=C(SC(=C2C)S(=O)(=O)Cl)C=C1 (5-chloro-3-methylbenzo[b]thiophene-2-sulfonyl chloride). Yields the product COC1=C(C(=C(C=C1)NS(=O)(=O)C1=C(C2=C(S1)C=CC(=C2)Cl)C)C)N2CCN(CC2)C (5-Chloro-3-methylbenzo[b]thiophene-2-sulfonic acid[4-methoxy-2-methyl-3-(4-methylpiperazin-1-yl)phenyl]amide). The reactants are CC1(C)OB(c2ccc(F)cc2F)OC1(C)C, COC(=O)c1cc(Br)ccc1NC(=O)COCC(=O)N1CCN(C(c2ccccc2)c2ccccc2)CC1. Product: COC(=O)c1cc(-c2ccc(F)cc2F)ccc1NC(=O)COCC(=O)N1CCN(C(c2ccccc2)c2ccccc2)CC1. RXN SMILES: [CH3:39][C:40]1([CH3:41])[C:42]([CH3:43])([CH3:44])[O:45][B:46]([c:47]2[c:48]([F:54])[cH:49][c:50]([F:53])[cH:51][cH:52]2)[O:55]1.[CH:1]([c:2]1[cH:3][cH:4][cH:5][cH:6][cH:7]1)([c:8]1[cH:9][cH:10][cH:11][cH:12][cH:13]1)[N:14]1[CH2:15][CH2:16][N:17]([C:20]([CH2:21][O:22][CH2:23][C:24](=[O:25])[NH:26][c:27]2[c:28]([C:29](=[O:30])[O:31][CH3:32])[cH:33][c:34]([Br:37])[cH:35][cH:36]2)=[O:38])[CH2:18][CH2:19]1>>[CH:1]([c:2]1[cH:3][cH:4][cH:5][cH:6][cH:7]1)([c:8]1[cH:9][cH:10][cH:11][cH:12][cH:13]1)[N:14]1[CH2:15][CH2:16][N:17]([C:20]([CH2:21][O:22][CH2:23][C:24](=[O:25])[NH:26][c:27]2[c:28]([C:29](=[O:30])[O:31][CH3:32])[cH:33][c:34](-[c:47]3[c:48]([F:54])[cH:49][c:50]([F:53])[cH:51][cH:52]3)[cH:35][cH:36]2)=[O:38])[CH2:18][CH2:19]1. Starting materials: COC1=C(C=C(C=C1)CCCCCOC1=C2C=CC=C(C2=CC=C1)OCC(=O)[O-])CCC.[Na+] (Sodium [5-{5-(4-methoxy-3-propylphenyl)pentyloxy}-1-naphthalenyloxy]acetate), OC1=C(C2=C(C=C(O2)C(=O)OCC)C=C1)CCC (Ethyl 6-hydroxy-7-propylbenzofuran-2-carboxylate), CC=1C2=C(OC1C(=O)[O-])C(=C(C=C2)SCCCCCC2=CC=CC=C2)CCC.[Na+] (Sodium 3-methyl-6-(5-phenylpentylthio)-7-propylbenzo[b]furan-2-carboxylate), OC1=C(C(=CC=C1)O)C (2,6-Dihydroxytoluene), C(C1=CC=CC=C1)OC=1C(=C(OCC(=O)OC)C(=CC1)C=O)C (methyl 2-[3-benzyloxy-6-formyl-2-methylphenoxy]acetate). Run in CO (methanol), C(C)(=O)OCC (ethyl acetate). The product is C(C1=CC=CC=C1)OC1=C(C2=C(C=C(O2)C(=O)OC)C=C1)C (methyl 6-benzyloxy-7-methylbenzofuran-2-carboxylate), OC1=C(C2=C(C=C(O2)C(=O)OC)C=C1)C (methyl 6-hydroxy-7-methylbenzofuran-2-carboxylate), C(C)(=O)C1=C(C(=C(OCCCOC2=C(C3=C(C=C(O3)C(=O)OC)C=C2)C)C=C1)CCC)O (methyl 6-[3-(4-acetyl-3-hydroxy-2-propylphenoxy)propoxy]-7-methylbenzofuran-2-carboxylate). Reaction SMILES: [OH:1]C1C=CC=C(O)C=1C.COC1C=CC(CCCCCOC2C=CC=C3C=2C=CC=C3OCC([O-])=O)=CC=1CCC.[Na+].CC1C2C=CC(SCCCCCC3C=CC=CC=3)=C(CCC)C=2OC=1C([O-])=O.[Na+].[CH2:72]([O:79][C:80]1[C:81]([CH3:94])=[C:82]([C:89]([CH:92]=O)=[CH:90][CH:91]=1)[O:83][CH2:84][C:85]([O:87][CH3:88])=[O:86])[C:73]1[CH:78]=[CH:77][CH:76]=[CH:75][CH:74]=1.[OH:95][C:96]1[CH:109]=[CH:108][C:99]2[CH:100]=[C:101]([C:103]([O:105][CH2:106]C)=[O:104])[O:102][C:98]=2[C:97]=1[CH2:110][CH2:111][CH3:112]>CO.C(OCC)(=O)C>[CH2:72]([O:79][C:80]1[CH:91]=[CH:90][C:89]2[CH:92]=[C:84]([C:85]([O:87][CH3:88])=[O:86])[O:83][C:82]=2[C:81]=1[CH3:94])[C:73]1[CH:78]=[CH:77][CH:76]=[CH:75][CH:74]=1.[OH:95][C:96]1[CH:109]=[CH:108][C:99]2[CH:100]=[C:101]([C:103]([O:105][CH3:106])=[O:104])[O:102][C:98]=2[C:97]=1[CH3:110].[C:100]([C:99]1[CH:108]=[CH:109][C:96]([O:95][CH2:78][CH2:73][CH2:72][O:79][C:80]2[CH:91]=[CH:90][C:89]3[CH:92]=[C:84]([C:85]([O:87][CH3:88])=[O:86])[O:83][C:82]=3[C:81]=2[CH3:94])=[C:97]([CH2:110][CH2:111][CH3:112])[C:98]=1[OH:102])(=[O:1])[CH3:101] |f:1.2,3.4|. Reported procedure: 2,6-Dihydroxytoluene was converted by the methods of Example 2(a), (b) and (c) to methyl 2-[3-benzyloxy-6-formyl-2-methylphenoxy]acetate, mp 64°-66°, which by the methods of Example 2(d) and (e) and Example 5(b) gave successively methyl 6-benzyloxy-7-methylbenzofuran-2-carboxylate, mp 117°-120° (from ethyl acetate), methyl 6-hydroxy-7-methylbenzofuran-2-carboxylate, mp 144°-147° (decomp.) and methyl 6-[3-(4-acetyl-3-hydroxy-2-propylphenoxy)propoxy]-7-methylbenzofuran-2-carboxylate, mp 123°-124° ... The reactants are C1COCCN1, Cc1cn2c(c1C(=O)OC(C)C)SCC2CC(=O)O, C(=NC1CCCCC1)=NC1CCCCC1, ClCCl. Reaction SMILES: [CH2:20]1[CH2:21][O:22][CH2:23][CH2:24][NH:25]1.[CH:1]([CH3:2])([CH3:3])[O:4][C:5](=[O:6])[c:7]1[c:8]([CH3:19])[cH:9][n:10]2[c:11]1[S:12][CH2:13][CH:14]2[CH2:15][C:16](=[O:17])[OH:18].[CH:26]1([N:27]=[C:28]=[N:29][CH:30]2[CH2:31][CH2:32][CH2:33][CH2:34][CH2:35]2)[CH2:36][CH2:37][CH2:38][CH2:39][CH2:40]1.[Cl:41][CH2:42][Cl:43]>>[CH:1]([CH3:2])([CH3:3])[O:4][C:5](=[O:6])[c:7]1[c:8]([CH3:19])[cH:9][n:10]2[c:11]1[S:12][CH2:13][CH:14]2[CH2:15][C:16](=[O:18])[CH:21]1[CH2:20][NH:25][CH2:24][CH2:23][O:22]1. The product is Cc1cn2c(c1C(=O)OC(C)C)SCC2CC(=O)C1CNCCO1.